Dataset: the Open Reaction Database (ORD), a public repository of structured organic reaction records. Task: describe an organic reaction: reactants, conditions, products, and yield Reactants: NC[C@H]1N(CCC[C@H]1C)C(=O)C1=C(C=CC(=C1)C)C=1C=NN(C1)C (((2S,3R)-2-(aminomethyl)-3-methylpiperidin-1-yl)(5-methyl-2-(1-methyl-1H-pyrazol-4-yl)phenyl)methanone), CC=1C=CC(=C(C(=O)O)C1)N1N=CC=N1 (5-methyl-2-(2H-1,2,3-triazol-2-yl)benzoic acid), FC1(CC(NCC1)CN1C(C2=CC=CC=C2C1=O)=O)F (2-((4,4-difluoropiperidin-2-yl)methyl)isoindoline-1,3-dione). Yields the product NCC1N(CCC(C1)(F)F)C(=O)C1=C(C=CC(=C1)C)N1N=CC=N1 ((2-(Aminomethyl)-4,4-difluoropiperidin-1-yl)(5-methyl-2-(2H-1,2,3-triazol-2-yl)phenyl)methanone). RXN SMILES: NC[C@@H]1[C@H](C)CCCN1C(C1C=C(C)C=CC=1C1C=NN(C)C=1)=O.[CH3:25][C:26]1[CH:27]=[CH:28][C:29]([N:35]2[N:39]=[CH:38][CH:37]=[N:36]2)=[C:30]([CH:34]=1)[C:31]([OH:33])=O.[F:40][C:41]1([F:59])[CH2:46][CH2:45][NH:44][CH:43]([CH2:47][N:48]2C(=O)C3C(=CC=CC=3)C2=O)[CH2:42]1>>[NH2:48][CH2:47][CH:43]1[CH2:42][C:41]([F:59])([F:40])[CH2:46][CH2:45][N:44]1[C:31]([C:30]1[CH:34]=[C:26]([CH3:25])[CH:27]=[CH:28][C:29]=1[N:35]1[N:39]=[CH:38][CH:37]=[N:36]1)=[O:33]. Reported procedure: The title compound was prepared following the same general protocol as described for ((2S,3R)-2-(aminomethyl)-3-methylpiperidin-1-yl)(5-methyl-2-(1-methyl-1H-pyrazol-4-yl)phenyl)methanone in Example A1 using 5-methyl-2-(2H-1,2,3-triazol-2-yl)benzoic acid and 2-((4,4-difluoropiperidin-2-yl)methyl)isoindoline-1,3-dione. MS (ESI) 336 (M+H). As a reaction SMILES: [CH3:38][CH2:39][OH:40].[Cl:1][c:2]1[c:3]([CH:9]=[C:10]([CH:11]([C:12]([CH3:13])([CH3:14])[CH3:15])[CH:16]([O:17][CH:18]2[CH:19]([CH:20]([CH3:21])[CH3:22])[CH2:23][CH2:24][CH:25]([CH3:26])[CH2:27]2)[C:28]([O-:29])=[O:30])[n:31]2[n:32][cH:33][n:34][cH:35]2)[cH:4][cH:5][c:6]([Cl:8])[cH:7]1.[K+:37].[OH-:36]>>[Cl:1][c:2]1[c:3]([CH:9]=[C:10]([CH:11]([C:12]([CH3:13])([CH3:14])[CH3:15])[OH:36])[n:31]2[n:32][cH:33][n:34][cH:35]2)[cH:4][cH:5][c:6]([Cl:8])[cH:7]1. Product: CC(C)(C)C(O)C(=Cc1ccc(Cl)cc1Cl)n1cncn1. Starting materials: CCO, CC1CCC(C(C)C)C(OC(C(=O)[O-])C(C(=Cc2ccc(Cl)cc2Cl)n2cncn2)C(C)(C)C)C1, [K+], [OH-]. The reactants are O=O (oxygen), OC1=CC=C(C2=COC3=CC(=CC=C3C2=O)O)C=C1 (4′,7-dihydroxy isoflavone). Reagents/catalysts: [Pd] (Palladium-on-charcoal). Run in C(C)(=O)O (acetic acid). Reaction conditions: time 30 minute. The product is OC1=CC=C2CC(COC2=C1)C1=CC=C(C=C1)O ((±) 7,4′-Dihydroxy isoflavane). Yield: 75.8%. As a reaction SMILES: O=O.[OH:3][C:4]1[CH:21]=[CH:20][C:7]([C:8]2[C:17](=O)[C:16]3[C:11](=[CH:12][C:13]([OH:19])=[CH:14][CH:15]=3)[O:10][CH:9]=2)=[CH:6][CH:5]=1>C(O)(=O)C.[Pd]>[OH:19][C:13]1[CH:12]=[C:11]2[C:16]([CH2:17][CH:8]([C:7]3[CH:20]=[CH:21][C:4]([OH:3])=[CH:5][CH:6]=3)[CH2:9][O:10]2)=[CH:15][CH:14]=1. Procedure details: A suspention of Palladium-on-charcoal (10%, 2.2 g) in glacial acetic acid (15 ml) was treated with oxygen for three days. The suspention catalyst was added to the solution of 4′,7-dihydroxy isoflavone (0.5 g, mmol) in diglume (60 ml). After 30 min. of catalytic hydrogenation at atmospheric pressure, the solution was filtered and washed with diglume and hot acetic acid. The combined filtrate were evaporoted by using water vacuum pump followed by high vacuum pump. The curde was dissolved in ethyla...